This data is from the Open Reaction Database (ORD), a public repository of structured organic reaction records. The task is: describe an organic reaction: reactants, conditions, products, and yield RXN SMILES: C([O:8][C:9]([C:11]1[CH:12]=[C:13](NC(=O)NCC(N2C(C3C=CC=CC=3)CCC2(C)C(OC(C)(C)C)=O)=O)[CH:14]=[CH:15][CH:16]=1)=[O:10])C1C=CC=CC=1>C(OCC)(=O)C.[Pd]>[C:9]([OH:10])(=[O:8])[C:11]1[CH:12]=[CH:13][CH:14]=[CH:15][CH:16]=1. Reported procedure: A The reaction is carried out in a way similar to that described in Example 1A but starting from 0.54 g of tert-butyl (2RS,5SR)-1-{2-[3-(3-(benzyloxycarbonyl)phenyl)ureido]acetyl}-2-methyl-5-phenyl-pyrrolidine-2-carboxylate and 0.15 g of 10% palladium-on-charcoal in 30 cm3 of ethyl acetate. After treatment, there is obtained 0.25 g of (2RS,5SR)-3-3-2-(2-tert-butoxycarbonyl-2-methyl-5-phenyl-1-pyrrolidinyl)-2-oxoethyl]ureido}benzoic acid melting at 150° C. Reactants: C(C1=CC=CC=C1)OC(=O)C=1C=C(C=CC1)NC(NCC(=O)N1C(CCC1C1=CC=CC=C1)(C(=O)OC(C)(C)C)C)=O (tert-butyl (2RS,5SR)-1-{2-[3-(3-(benzyloxycarbonyl)phenyl)ureido]acetyl}-2-methyl-5-phenyl-pyrrolidine-2-carboxylate). Reagents/catalysts: [Pd] (palladium-on-charcoal). The solvent is C(C)(=O)OCC (ethyl acetate). Yields the product C(C1=CC=CC=C1)(=O)O (benzoic acid). Reactants: COC1=C(C=CC=C1)C(O)C=1C=2C=CN(C2C=CC1)C (α-(2-methoxyphenyl)-1-methyl-1H-indol-4-methanol), [Cr](=O)(=O)([O-])O[Cr](=O)(=O)[O-].[NH+]1=CC=CC=C1.[NH+]1=CC=CC=C1 (pyridinium dichromate). Product: COC1=C(C=CC=C1)C(=O)C1=C2C=CN(C2=CC=C1)C ((2-methoxyphenyl)-(1-methyl-1H-indol-4-yl) methanone). Yield: 69.4%. Reaction SMILES: [CH3:1][O:2][C:3]1[CH:8]=[CH:7][CH:6]=[CH:5][C:4]=1[CH:9]([C:11]1[C:12]2[CH:13]=[CH:14][N:15]([CH3:20])[C:16]=2[CH:17]=[CH:18][CH:19]=1)[OH:10].[Cr](O[Cr]([O-])(=O)=O)([O-])(=O)=O.[NH+]1C=CC=CC=1.[NH+]1C=CC=CC=1>>[CH3:1][O:2][C:3]1[CH:8]=[CH:7][CH:6]=[CH:5][C:4]=1[C:9]([C:11]1[CH:19]=[CH:18][CH:17]=[C:16]2[C:12]=1[CH:13]=[CH:14][N:15]2[CH3:20])=[O:10] |f:1.2.3|. Procedure: Using the procedure of Step C of Example 1, 43.7 g of the alcohol of Step B and 92.4 g of pyridinium dichromate were reacted to obtain 30.1 g of the expected product melting at 74° C. which was used as is for the following step. The reactants are O=C([O-])O, CO, [O-][Cl+3]([O-])([O-])O, CC(=O)C1CCC2C3CCC4CC(O)C(OCCCCOC(=O)CCl)CC4(C)C3C(=O)CC12C, [Na+], O. Yields the product CC(=O)C1CCC2C3CCC4CC(O)C(OCCCCO)CC4(C)C3C(=O)CC12C. As a reaction SMILES: [C:40](=[O:41])([OH:42])[O-:43].[CH3:46][OH:47].[Cl+3:35]([OH:36])([O-:37])([O-:38])[O-:39].[Cl:1][CH2:2][C:3](=[O:4])[O:5][CH2:6][CH2:7][CH2:8][CH2:9][O:10][CH:11]1[CH:12]([OH:34])[CH2:13][CH:14]2[CH2:15][CH2:16][CH:17]3[CH:18]4[CH2:19][CH2:20][CH:21]([C:22]([CH3:23])=[O:24])[C:25]4([CH3:33])[CH2:26][C:27](=[O:32])[CH:28]3[C:29]2([CH3:31])[CH2:30]1.[Na+:44].[OH2:45]>>[OH:5][CH2:6][CH2:7][CH2:8][CH2:9][O:10][CH:11]1[CH:12]([OH:34])[CH2:13][CH:14]2[CH2:15][CH2:16][CH:17]3[CH:18]4[CH2:19][CH2:20][CH:21]([C:22]([CH3:23])=[O:24])[C:25]4([CH3:33])[CH2:26][C:27](=[O:32])[CH:28]3[C:29]2([CH3:31])[CH2:30]1. The reactants are O=C1C=2N=CN(C2N=CN1)CCC(=O)NC(C(=O)OC)CC1=CC=CC=C1 (2-[[3-(1,6-dihydro-6-oxo-9H-purin-9-yl)-1-oxopropyl]amino]-3-phenylpropanoic acid, methyl ester), [OH-].[K+] (KOH), Cl (hydrochloric acid). Run in O (Water). Run at time 1 hour. The product is O=C1C=2N=CN(C2N=CN1)CCC(=O)NC(C(=O)O)CC1=CC=CC=C1 (2-[[3-(1,6-dihydro-6-oxo-9H-purin-9-yl)-1-oxopropyl]amino]-3-phenylpropanoic acid). The yield is 83.0%. RXN SMILES: [O:1]=[C:2]1[NH:10][CH:9]=[N:8][C:7]2[N:6]([CH2:11][CH2:12][C:13]([NH:15][CH:16]([CH2:21][C:22]3[CH:27]=[CH:26][CH:25]=[CH:24][CH:23]=3)[C:17]([O:19]C)=[O:18])=[O:14])[CH:5]=[N:4][C:3]1=2.[OH-].[K+].Cl>O>[O:1]=[C:2]1[NH:10][CH:9]=[N:8][C:7]2[N:6]([CH2:11][CH2:12][C:13]([NH:15][CH:16]([CH2:21][C:22]3[CH:27]=[CH:26][CH:25]=[CH:24][CH:23]=3)[C:17]([OH:19])=[O:18])=[O:14])[CH:5]=[N:4][C:3]1=2 |f:1.2|. Reported procedure: 100 mg (0.271 mmol) of 2-[[3-(1,6-dihydro-6-oxo-9H-purin-9-yl)-1-oxopropyl]amino]-3-phenylpropanoic acid, methyl ester (AIT-0085) were placed into a 10 ml beaker equipped with a magnetic stirring bar. Water (5 ml) was added to the beaker and stirring was started. To the stirring heterogeneous mixture was added 100 mg (1.79 mmol) of KOH pellets. Within a few seconds the reaction mixture became a homogeneous green color. Stirring was continued for one hour. The pH of the solution was adjusted to 2... Starting materials: S(O)(O)(=O)=O (sulfuric acid), C1[C@@H]([C@H]([C@@H]([C@H]([C@@H]1NC(=O)[C@H](CCN)O)O)O[C@H]2[C@@H]([C@H]([C@H](O2)CO)O)O)O[C@@H]3[C@@H]([C@H]([C@@H]([C@H](O3)CN)O)O)N)N (butirosin A). The solvent is aqueous solution, [OH-].[Ba+2].[OH-] (barium hydroxide). The product is C1[C@H]([C@@H]([C@H]([C@@H]([C@H]1N)O[C@@H]2[C@@H]([C@H]([C@@H]([C@H](O2)CN)O)O)N)O[C@H]3[C@@H]([C@H]([C@H](O3)CO)O)O)O)N (xylostasin). As a reaction SMILES: S(=O)(=O)(O)O.[CH2:6]1[C@@H:11]([NH:12]C([C@@H](O)CCN)=O)[C@H:10]([OH:20])[C@@H:9]([O:21][C@@H:22]2[O:26][C@H:25]([CH2:27][OH:28])[C@H:24]([OH:29])[C@H:23]2[OH:30])[C@H:8]([O:31][C@H:32]2[O:37][C@H:36]([CH2:38][NH2:39])[C@@H:35]([OH:40])[C@H:34]([OH:41])[C@H:33]2[NH2:42])[C@H:7]1[NH2:43]>[OH-].[Ba+2].[OH-]>[CH2:6]1[C@H:7]([NH2:43])[C@@H:8]([O:31][C@H:32]2[O:37][C@H:36]([CH2:38][NH2:39])[C@@H:35]([OH:40])[C@H:34]([OH:41])[C@H:33]2[NH2:42])[C@H:9]([O:21][C@@H:22]2[O:26][C@H:25]([CH2:27][OH:28])[C@H:24]([OH:29])[C@H:23]2[OH:30])[C@@H:10]([OH:20])[C@@H:11]1[NH2:12] |f:2.3.4|. Reported procedure: In 250 parts by volume of an 0.5N aqueous solution of barium hydroxide is dissolved 5.0 parts of butirosin A. The solution is refluxed for 2 hours and then cooled. The solution is neutralized with 1N sulfuric acid. The resulting precipitate of barium sulfate is removed off by centrifuge. The supernatant fluid is run onto a column of 300 parts by volume of cation exchange resin [Amberlite CG-50 (NH4+ -form) (Rohm and Haas Co.)]. The column is washed with water and eluted with 0.2N aqueous ammonia... Reactants: Cc1cc(C)nc(Br)c1, CNC1CCCCC1NC, CCOC(C)=O, CC(=O)O, Cc1ccccc1, I[Cu]I, CCOC(=O)c1cc2cc(F)ccc2[nH]1, [K+], [K+], [K+], O, O=P([O-])([O-])[O-]. The product is CCOC(=O)c1cc2cc(F)ccc2n1-c1cc(C)cc(C)n1. As a reaction SMILES: [Br:16][c:17]1[n:18][c:19]([CH3:24])[cH:20][c:21]([CH3:23])[cH:22]1.[CH3:33][NH:34][CH:35]1[CH2:36][CH2:37][CH2:38][CH2:39][CH:40]1[NH:41][CH3:42].[CH3:46][CH2:47][O:48][C:49](=[O:50])[CH3:51].[CH3:52][C:53](=[O:54])[OH:55].[CH3:57][c:58]1[cH:59][cH:60][cH:61][cH:62][cH:63]1.[Cu:43]([I:44])[I:45].[F:1][c:2]1[cH:3][c:4]2[cH:5][c:6]([C:11](=[O:12])[O:13][CH2:14][CH3:15])[nH:7][c:8]2[cH:9][cH:10]1.[K+:30].[K+:31].[K+:32].[OH2:56].[P:25]([O-:26])([O-:27])([O-:28])=[O:29]>>[F:1][c:2]1[cH:3][c:4]2[cH:5][c:6]([C:11](=[O:12])[O:13][CH2:14][CH3:15])[n:7](-[c:17]3[n:18][c:19]([CH3:24])[cH:20][c:21]([CH3:23])[cH:22]3)[c:8]2[cH:9][cH:10]1.